From a dataset of the Open Reaction Database (ORD), a public repository of structured organic reaction records. describe an organic reaction: reactants, conditions, products, and yield Starting materials: [C+4], CCc1ccc(C(=O)c2cnccc2O)cc1, CO, [OH-], [OH-], [OH-], [OH-], [OH-], [OH-], [Pd+2]. Product: CCc1ccc(Cc2cnccc2O)cc1. RXN SMILES: [C+4:18].[CH2:1]([CH3:2])[c:3]1[cH:4][cH:5][c:6]([C:7](=[O:8])[c:9]2[cH:10][n:11][cH:12][cH:13][c:14]2[OH:15])[cH:16][cH:17]1.[CH3:26][OH:27].[OH-:19].[OH-:21].[OH-:22].[OH-:23].[OH-:24].[OH-:25].[Pd+2:20]>>[CH2:1]([CH3:2])[c:3]1[cH:4][cH:5][c:6]([CH2:7][c:9]2[cH:10][n:11][cH:12][cH:13][c:14]2[OH:15])[cH:16][cH:17]1. Starting materials: FC(C=1C=C(C=C(C1)C(F)(F)F)C(C(=O)N(C)C=1C=NC(=CC1C1=C(C=C(C=C1)F)C)Cl)(C)C)(F)F (2-(3,5-bis-trifluoromethyl-phenyl)-N-[6-chloro-4-(4-fluoro-2-methyl-phenyl)-pyridin-3-yl]-N-methyl-isobutyramide), C[C@H]1NCCNC1 ((R)-2-methylpiperazine), C([O-])([O-])=O.[K+].[K+] (potassium carbonate). Run in CS(=O)C (dimethyl sulfoxide), aqueous solution, [OH-].[Na+] (sodium hydroxide). Run at temperature 180 celsius. Yields the product FC(C=1C=C(C=C(C1)C(F)(F)F)C(C(=O)N(C)C=1C=NC(=CC1C1=C(C=C(C=C1)F)C)N1C[C@H](NCC1)C)(C)C)(F)F ((R)-2-(3,5-Bis-trifluoromethyl-phenyl)-N-[4-(4-fluoro-2-methyl-phenyl)-6-(3-methyl-piperazin-1-yl)-pyridin-3-yl]-N-methyl-isobutyramide). The yield is 52.9%. As a reaction SMILES: [F:1][C:2]([F:36])([F:35])[C:3]1[CH:4]=[C:5]([C:13]([CH3:34])([CH3:33])[C:14]([N:16]([C:18]2[CH:19]=[N:20][C:21](Cl)=[CH:22][C:23]=2[C:24]2[CH:29]=[CH:28][C:27]([F:30])=[CH:26][C:25]=2[CH3:31])[CH3:17])=[O:15])[CH:6]=[C:7]([C:9]([F:12])([F:11])[F:10])[CH:8]=1.[CH3:37][C@@H:38]1[CH2:43][NH:42][CH2:41][CH2:40][NH:39]1.C(=O)([O-])[O-].[K+].[K+]>CS(C)=O.[OH-].[Na+]>[F:1][C:2]([F:36])([F:35])[C:3]1[CH:4]=[C:5]([C:13]([CH3:34])([CH3:33])[C:14]([N:16]([C:18]2[CH:19]=[N:20][C:21]([N:42]3[CH2:41][CH2:40][NH:39][C@H:38]([CH3:37])[CH2:43]3)=[CH:22][C:23]=2[C:24]2[CH:29]=[CH:28][C:27]([F:30])=[CH:26][C:25]=2[CH3:31])[CH3:17])=[O:15])[CH:6]=[C:7]([C:9]([F:12])([F:11])[F:10])[CH:8]=1 |f:2.3.4,6.7|. Procedure: A mixture of 0.20 g (0.38 mmol) 2-(3,5-bis-trifluoromethyl-phenyl)-N-[6-chloro-4-(4-fluoro-2-methyl-phenyl)-pyridin-3-yl]-N-methyl-isobutyramide, 0.11 g (1.1 mmol) (R)-2-methylpiperazine and 0.10 g (0.72 mmol) potassium carbonate in 0.3 ml dimethyl sulfoxide was heated at 180° C. under microwave irradiation in a sealed tube for 30 min. After cooling to room temperature the reaction mixture was diluted with a 0.3 M aqueous solution of sodium hydroxide and extracted with three portions of tert-but... Reactants: ClC1=CC2=C(SCC2C(COC2=CC=CC=C2)=O)C=C1 (1-(5-chloro-2,3-dihydrobenzo[b]thiophen-3-yl)-2-phenoxyethanone). The reagents and catalysts are S(O)(O)(=O)=O (sulphuric acid). Solvent: C(C)(=O)O (acetic acid). Yields the product C(C)(=O)C=1C2=C(SC1)C=CC(=C2)Cl (3-acetyl-5-chlorobenzo[b]thiophen). Isolated yield 101.2%. As a reaction SMILES: [Cl:1][C:2]1[CH:20]=[CH:19][C:5]2[S:6][CH2:7][CH:8]([C:9](=[O:18])[CH2:10]OC3C=CC=CC=3)[C:4]=2[CH:3]=1>S(=O)(=O)(O)O.C(O)(=O)C>[C:9]([C:8]1[C:4]2[CH:3]=[C:2]([Cl:1])[CH:20]=[CH:19][C:5]=2[S:6][CH:7]=1)(=[O:18])[CH3:10]. Procedure: A mixture of 1-(5-chloro-2,3-dihydrobenzo[b]thiophen-3-yl)-2-phenoxyethanone (15.3 g), acetic acid (75 ml) and concentrated sulphuric acid (15 drops) was heated at 90°-95° C. under nitrogen for 20 hours, then the solvent was removed in vacuo. The residue was partitioned between dichloromethane (250 ml) and 5M aqueous sodium hydroxide solution (100 ml), then the aqueous phase was separated and washed with dichloromethane (50 ml). The combined dichloromethane solutions were washed with water (100 ... The reactants are COC(=O)CCCOc1cccc(CCCCCCOS(C)(=O)=O)c1CCC(=O)OC, CC#N, [I-], [Na+]. The product is COC(=O)CCCOc1cccc(CCCCCCI)c1CCC(=O)OC. Reaction SMILES: [CH3:1][O:2][C:3]([CH2:4][CH2:5][c:6]1[c:7]([O:23][CH2:24][CH2:25][CH2:26][C:27](=[O:28])[O:29][CH3:30])[cH:8][cH:9][cH:10][c:11]1[CH2:12][CH2:13][CH2:14][CH2:15][CH2:16][CH2:17][O:18][S:19]([CH3:20])(=[O:21])=[O:22])=[O:31].[CH3:34][C:35]#[N:36].[I-:33].[Na+:32]>>[CH3:1][O:2][C:3]([CH2:4][CH2:5][c:6]1[c:7]([O:23][CH2:24][CH2:25][CH2:26][C:27](=[O:28])[O:29][CH3:30])[cH:8][cH:9][cH:10][c:11]1[CH2:12][CH2:13][CH2:14][CH2:15][CH2:16][CH2:17][I:33])=[O:31]. The reactants are C=O (formaldehyde), C1(=CC=CC=C1)N1CCNCC1 (N-phenylpiperazine), CN(C)C=O (DMF), O=C1CN(CC(N1)=O)CC(C)N1CC(NC(C1)=O)=O (1,2-bis(3,5-dioxopiperazin-1-yl)-propane). Run in C(C)O (ethanol). Reaction conditions: temperature 150 celsius. The product is C1(=CC=CC=C1)N1CCN(CC1)CN1C(CN(CC1=O)CC(C)N1CC(N(C(C1)=O)CN1CCN(CC1)C1=CC=CC=C1)=O)=O (1,2-Bis[4-(N-phenylpiperazinomethyl)-3,5-dioxopiperazin-1-yl]-propane). The yield is 88.0%. As a reaction SMILES: [C:1]1([N:7]2[CH2:12][CH2:11][NH:10][CH2:9][CH2:8]2)[CH:6]=[CH:5][CH:4]=[CH:3][CH:2]=1.[CH3:13][N:14]([CH:16]=O)[CH3:15].O=[C:19]1[NH:24][C:23](=[O:25])[CH2:22][N:21]([CH2:26][CH:27]([N:29]2[CH2:34][C:33](=[O:35])[NH:32][C:31](=[O:36])[CH2:30]2)[CH3:28])[CH2:20]1.[CH2:37]=[O:38]>C(O)C>[C:1]1([N:7]2[CH2:12][CH2:11][N:10]([CH2:19][N:24]3[C:37](=[O:38])[CH2:20][N:21]([CH2:26][CH:27]([N:29]4[CH2:34][C:33](=[O:35])[N:32]([CH2:13][N:14]5[CH2:16][CH2:12][N:7]([C:1]6[CH:6]=[CH:5][CH:4]=[CH:3][CH:2]=6)[CH2:8][CH2:15]5)[C:31](=[O:36])[CH2:30]4)[CH3:28])[CH2:22][C:23]3=[O:25])[CH2:9][CH2:8]2)[CH:6]=[CH:5][CH:4]=[CH:3][CH:2]=1. Procedure: A mixture of N-phenylpiperazine (2.9 g, 17.7 m mole), DMF (20 ml), absolute ethanol (5 ml) and dl-1,2-bis(3,5-dioxopiperazin-1-yl)-propane (2,0 g, 7.4 m mole) was stirred at 150° C. for ten minutes. The mixture was treated with 37% aqueous formaldehyde solution (1.40 ml) and was stirred at the same temperature for further 1.5 hours. Then, the same procedure as in Example 3 was made to give the titled compound (2.9 g; yield 88%). Reactants: ClC=1N=C(C2=C(N1)C1=C(S2)N=C(C=C1C)C1=CC(=C(C=C1)OC)OC)OCC (2-chloro-4-ethoxy-7-(3,4-dimethoxyphenyl)-9-methyl-pyrido-[3′,2′:4,5]thieno[3,2-d]pyrimidine), N1CCNCC1 (piperazine). Solvent: C1(=CC=CC=C1)C (toluene). The product is C(C)OC=1C2=C(N=C(N1)N1CCNCC1)C1=C(S2)N=C(C=C1C)C1=CC(=C(C=C1)OC)OC (4-ethoxy-7-(3,4-dimethoxyphenyl)-9-methyl-2-piperazin-1-yl-pyrido[3′,2′:4,5]thieno[3,2-d]Pyrimidine). Reaction SMILES: Cl[C:2]1[N:3]=[C:4]([O:26][CH2:27][CH3:28])[C:5]2[S:10][C:9]3[N:11]=[C:12]([C:16]4[CH:21]=[CH:20][C:19]([O:22][CH3:23])=[C:18]([O:24][CH3:25])[CH:17]=4)[CH:13]=[C:14]([CH3:15])[C:8]=3[C:6]=2[N:7]=1.[NH:29]1[CH2:34][CH2:33][NH:32][CH2:31][CH2:30]1>C1(C)C=CC=CC=1>[CH2:27]([O:26][C:4]1[C:5]2[S:10][C:9]3[N:11]=[C:12]([C:16]4[CH:21]=[CH:20][C:19]([O:22][CH3:23])=[C:18]([O:24][CH3:25])[CH:17]=4)[CH:13]=[C:14]([CH3:15])[C:8]=3[C:6]=2[N:7]=[C:2]([N:29]2[CH2:34][CH2:33][NH:32][CH2:31][CH2:30]2)[N:3]=1)[CH3:28]. Procedure details: 1.0 g (2.4 mmol) 2-chloro-4-ethoxy-7-(3,4-dimethoxyphenyl)-9-methyl-pyrido-[3′,2′:4,5]thieno[3,2-d]pyrimidine and 0.83 g (9.6 mmol) piperazine are refluxed in 20 ml toluene for 4 h. Then, the solvent is removed and the residue is suspended in dichloromethane. The organic phase is washed with saturated sodium carbonate solution, dried on sodium sulfate and the solvent is removed. The residue is purified by flash chromatography (ethanol/chloroform 1:5). 0.98 g (87%) of the title substance is obtai...